From a dataset of the Open Reaction Database (ORD), a public repository of structured organic reaction records. describe an organic reaction: reactants, conditions, products, and yield RXN SMILES: [CH2:1]([c:2]1[cH:3][cH:4][cH:5][cH:6][cH:7]1)[O:8][c:9]1[cH:10][c:11]2[c:12]([cH:13][n:14]1)[o:15][c:16](-[c:22]1[cH:23][cH:24][c:25]([F:28])[cH:26][cH:27]1)[c:17]2[C:18](=[O:19])[NH:20][CH3:21].[CH2:29]1[O:30][CH2:31][CH2:32][CH2:33]1>>[OH:8][c:9]1[cH:10][c:11]2[c:12]([cH:13][n:14]1)[o:15][c:16](-[c:22]1[cH:23][cH:24][c:25]([F:28])[cH:26][cH:27]1)[c:17]2[C:18](=[O:19])[NH:20][CH3:21]. Yields the product CNC(=O)c1c(-c2ccc(F)cc2)oc2cnc(O)cc12. Reactants: CNC(=O)c1c(-c2ccc(F)cc2)oc2cnc(OCc3ccccc3)cc12, C1CCOC1. Starting materials: Cc1ccccc1, C[Si](C)(CI)O[Si](C)(C)CI, NCc1ccccn1, O. The product is C[Si]1(C)CN(Cc2ccccn2)C[Si](C)(C)O1. RXN SMILES: [CH3:20][c:21]1[cH:22][cH:23][cH:24][cH:25][cH:26]1.[I:1][CH2:2][Si:3]([O:4][Si:5]([CH3:6])([CH3:7])[CH2:8][I:9])([CH3:10])[CH3:11].[NH2:12][CH2:13][c:14]1[n:15][cH:16][cH:17][cH:18][cH:19]1.[OH2:27]>>[CH2:2]1[Si:3]([CH3:10])([CH3:11])[O:4][Si:5]([CH3:6])([CH3:7])[CH2:8][N:12]1[CH2:13][c:14]1[n:15][cH:16][cH:17][cH:18][cH:19]1. Reactants: C1=CC=CC=2C3=CC=CC=C3C(C12)COC(=O)N1C[C@@H](C[C@@H](C1)NCC(C)C)C(N(CC1=CN(C2=CC=CC=C12)CCCOC)C1CC1)=O ((3R,5S)-3-{Cyclopropyl-[1-(3-methoxy-propyl)-1H-indol-3-ylmethyl]-carbamoyl}-5-isobutylamino-piperidine-1-carboxylic acid 9H-fluoren-9-ylmethyl ester), C(C(C)(C)C)(=O)Cl (pivaloylchloride). The solvent is CC#N (CH3CN), CC#N (CH3CN), CC#N (CH3CN). Yields the product C1(CC1)N(C(=O)[C@H]1CNC[C@H](C1)N(CC(C)C)C(C(C)(C)C)=O)CC1=CN(C2=CC=CC=C12)CCCOC ((3R,5S)-5-[(2,2-Dimethyl-propionyl)-isobutyl-amino]-piperidine-3-carboxylic acid cyclopropyl-[1-(3-methoxy-propyl)-1H-indol-3-ylmethyl]-amide). RXN SMILES: C1C2C(COC([N:18]3[CH2:23][C@@H:22]([NH:24][CH2:25][CH:26]([CH3:28])[CH3:27])[CH2:21][C@@H:20]([C:29](=[O:49])[N:30]([CH:46]4[CH2:48][CH2:47]4)[CH2:31][C:32]4[C:40]5[C:35](=[CH:36][CH:37]=[CH:38][CH:39]=5)[N:34]([CH2:41][CH2:42][CH2:43][O:44][CH3:45])[CH:33]=4)[CH2:19]3)=O)C3C(=CC=CC=3)C=2C=CC=1.[C:50](Cl)(=[O:55])[C:51]([CH3:54])([CH3:53])[CH3:52]>CC#N>[CH:46]1([N:30]([CH2:31][C:32]2[C:40]3[C:35](=[CH:36][CH:37]=[CH:38][CH:39]=3)[N:34]([CH2:41][CH2:42][CH2:43][O:44][CH3:45])[CH:33]=2)[C:29]([C@@H:20]2[CH2:21][C@H:22]([N:24]([C:50](=[O:55])[C:51]([CH3:54])([CH3:53])[CH3:52])[CH2:25][CH:26]([CH3:27])[CH3:28])[CH2:23][NH:18][CH2:19]2)=[O:49])[CH2:48][CH2:47]1. Procedure details: The title compound is prepared analogously as described in Example ??? using (3R,5S)-3-{Cyclopropyl-[1-(3-methoxy-propyl)-1H-indol-3-ylmethyl]-carbamoyl}-5-isobutylamino-piperidine-1-carboxylic acid 9H-fluoren-9-ylmethyl ester and pivaloylchloride. MS: 525 [M+H]+; tR (HPLC, ACQUITY UPLC™ BEH C18 1.7 μm, 50×2.1 mm; 5% CH3CN+0.1% TFA/H2O+0.1% TFA for 0.5 min then 5-100% CH3CN+0.1% TFA/H2O+0.1% TFA for 5 min then 100% CH3CN+0.1% TFA for 1.5 min, flow 0.5 ml/min): 3.29 min. Starting materials: C(C)(C)(C)OC(=O)N1CCN(CCC1)C1=NC2=C(N1CC=1N=C(SC1)C)C=CC=C2 (4-[1-(2-methyl-thiazol-4-ylmethyl)-1H-benzoimidazol-2-yl]-[1,4]diazepane-1-carboxylic acid tert-butyl ester), I (hydriodic acid). Run in CO (methanol). Run at time 1 hour. Yields the product I.I.N1(CCNCCC1)C1=NC2=C(N1CC=1N=C(SC1)C)C=CC=C2 (2-[1,4]diazepan-1-yl-1-(2-methyl-thiazol-4-ylmethyl)-1H-benzoimidazole dihydroiodide). Isolated yield 96.9%. As a reaction SMILES: C(OC([N:8]1[CH2:14][CH2:13][CH2:12][N:11]([C:15]2[N:19]([CH2:20][C:21]3[N:22]=[C:23]([CH3:26])[S:24][CH:25]=3)[C:18]3[CH:27]=[CH:28][CH:29]=[CH:30][C:17]=3[N:16]=2)[CH2:10][CH2:9]1)=O)(C)(C)C.[IH:31]>CO>[IH:31].[IH:31].[N:11]1([C:15]2[N:19]([CH2:20][C:21]3[N:22]=[C:23]([CH3:26])[S:24][CH:25]=3)[C:18]3[CH:27]=[CH:28][CH:29]=[CH:30][C:17]=3[N:16]=2)[CH2:12][CH2:13][CH2:14][NH:8][CH2:9][CH2:10]1 |f:3.4.5|. Reported procedure: Hydrolyze 4-[1-(2-methyl-thiazol-4-ylmethyl)-1H-benzoimidazol-2-yl]-[1,4]diazepane-1-carboxylic acid tert-butyl ester (0.59 g, 1.38 mmol) by refluxing with hydriodic acid (57%, 3.04 mmol) in methanol (10 mL) for 10 hours. Concentrate to remove the methanol, add ether (70 mL) and allow the resultant slurry to stand for 1 hour. Decant the supernatant and dry the solid residue in vacuo at 60° C. to provide 0.78 g of 2-[1,4]diazepan-1-yl-1-(2-methyl-thiazol-4-ylmethyl)-1H-benzoimidazole dihydroiodid... Reactants: CCCC[N+](CCCC)(CCCC)CCCC.[F-] (TBAF), ONC(=N)C=1C=2C=CNC2C=CC1 (N-Hydroxy-1H-indole-4-carboximidamide), C(CC)C1=NC=C(C(=O)O)C=C1 (6-propylnicotinic acid), C(CCl)Cl (EDC). Run in C1CCOC1 (THF), CS(=O)C (DMSO), CCOC(=O)C (EtOAc). Conditions: temperature 40 celsius, time 1 hour. Product: N1C=CC2=C(C=CC=C12)C1=NOC(=N1)C=1C=NC(=CC1)CCC (3-(1H-indol-4-yl)-5-(6-propylpyridin-3-yl)-1,2,4-oxadiazole). Yield: 32.9%. As a reaction SMILES: [OH:1][NH:2][C:3]([C:5]1[C:6]2[CH:7]=[CH:8][NH:9][C:10]=2[CH:11]=[CH:12][CH:13]=1)=[NH:4].[CH2:14]([C:17]1[CH:25]=[CH:24][C:20]([C:21](O)=O)=[CH:19][N:18]=1)[CH2:15][CH3:16].C(Cl)CCl.CCCC[N+](CCCC)(CCCC)CCCC.[F-]>CS(C)=O.C1COCC1.CCOC(C)=O>[NH:9]1[C:10]2[C:6](=[C:5]([C:3]3[N:4]=[C:21]([C:20]4[CH:19]=[N:18][C:17]([CH2:14][CH2:15][CH3:16])=[CH:25][CH:24]=4)[O:1][N:2]=3)[CH:13]=[CH:12][CH:11]=2)[CH:7]=[CH:8]1 |f:3.4|. Procedure: A mixture of the product of Example 34, Step A (0.087 g; 0.5 mmol), 6-propylnicotinic acid (0.082 g; 0.5 mmol) and EDC (0.11 g; 0.57 mmol) in anhydrous DMSO (2 ml) was stirred for 1 h at ˜40° C. under N2. To this 1M TBAF in THF (0.5 ml) was added and the resulting mixture was stirred for 1 h at ˜110° C. After cooling to room temperature the mixture was diluted to 15 ml with EtOAc, washed with H2O, brine, dried over anhydrous MgSO4, filtered and filtrate evaporated to dryness. The residue was pur...